From a dataset of the Open Reaction Database (ORD), a public repository of structured organic reaction records. describe an organic reaction: reactants, conditions, products, and yield Reactants: ClC(C(=O)OCC=C)(F)F (allyl chlorodifluoroacetate), C[Si](Cl)(C)C (trimethylchlorosilane), C(C)#N (acetonitrile), II (iodine). Reagents/catalysts: [Zn] (zinc). Conditions: temperature 100 celsius. Yields the product FC(C(=O)O)(CC=C)F (2,2-Difluoro-4-pentenoic acid). As a reaction SMILES: Cl[C:2]([F:10])([F:9])[C:3]([O:5]CC=C)=[O:4].[CH3:11][Si](C)(C)Cl.II.[C:18](#N)[CH3:19]>[Zn]>[F:10][C:2]([F:9])([CH2:11][CH:18]=[CH2:19])[C:3]([OH:5])=[O:4]. Reported procedure: 100.0 g (0.59 mol) of allyl chlorodifluoroacetate, 42.2 g (0.65 mol) of zinc dust (activated according to Fieser & Fieser), 96.7 g (0.88 mol) of trimethylchlorosilane and 400 ml of absolute acetonitrile are introduced together into a glass autoclave, a spatula tip of iodine is added and the mixture is heated for 48 hours at 100° C. The zinc salt which has precipitated is filtered off, the filtrate is hydrolysed with H2O and rendered basic with 2N NaOH. The dark brown aqueous phase, extracted wit... The reactants are CC(C)(C)OC(=O)N1CCC(CNc2ccc(F)cc2C(=O)Nc2ccc(Cl)cn2)CC1, O=C(O)C(F)(F)F. Yields the product O=C(Nc1ccc(Cl)cn1)c1cc(F)ccc1NCC1CCNCC1. Reaction SMILES: [C:1]([O:2][C:3]([CH3:4])([CH3:5])[CH3:6])(=[O:7])[N:8]1[CH2:9][CH2:10][CH:11]([CH2:14][NH:15][c:16]2[c:17]([C:18](=[O:19])[NH:20][c:21]3[n:22][cH:23][c:24]([Cl:27])[cH:25][cH:26]3)[cH:28][c:29]([F:32])[cH:30][cH:31]2)[CH2:12][CH2:13]1.[OH:33][C:34]([C:35]([F:36])([F:37])[F:38])=[O:39]>>[NH:8]1[CH2:9][CH2:10][CH:11]([CH2:14][NH:15][c:16]2[c:17]([C:18](=[O:19])[NH:20][c:21]3[n:22][cH:23][c:24]([Cl:27])[cH:25][cH:26]3)[cH:28][c:29]([F:32])[cH:30][cH:31]2)[CH2:12][CH2:13]1. Reactants: CC1=CC=C(C=C[N+](=O)[O-])C=C1 (4-methyl-β-nitrostyrene), [Cl-].[NH4+] (ammonium chloride), C(C)(C)NC(C)C (diisopropylamine), solution, C(CCC)[Li] (n-butyllithium), C(C)OP(=O)(C)C(OCC)OCC (ethyl(diethoxymethyl)methylphosphinate). Run in O1CCCC1 (tetrahydrofuran), O1CCCC1 (tetrahydrofuran), CCCCCC (hexane), O1CCCC1 (tetrahydrofuran). Conditions: time 10 minute. Yields the product CC1=CC=C(C=C1)C(CP(OCC)(=O)C(OCC)OCC)C[N+](=O)[O-] (ethyl 2-(4-methylphenyl)-3-nitropropyl(diethoxymethyl)phosphinate). Reaction SMILES: C(NC(C)C)(C)C.C([Li])CCC.[CH2:13]([O:15][P:16]([CH:19]([O:23][CH2:24][CH3:25])[O:20][CH2:21][CH3:22])([CH3:18])=[O:17])[CH3:14].[CH3:26][C:27]1[CH:37]=[CH:36][C:30]([CH:31]=[CH:32][N+:33]([O-:35])=[O:34])=[CH:29][CH:28]=1.[Cl-].[NH4+]>O1CCCC1.CCCCCC>[CH3:26][C:27]1[CH:28]=[CH:29][C:30]([CH:31]([CH2:32][N+:33]([O-:35])=[O:34])[CH2:18][P:16]([CH:19]([O:23][CH2:24][CH3:25])[O:20][CH2:21][CH3:22])(=[O:17])[O:15][CH2:13][CH3:14])=[CH:36][CH:37]=1 |f:4.5|. Reported procedure: To a solution of 8.7 g of diisopropylamine in 40 ml of tetrahydrofuran at -78° C. under an atmosphere of nitrogen are added 53.6 ml of a 1.6M solution of n-butyllithium in hexane. This solution is then stirred for a period of 10 minutes at this temperature, after which time a solution of 15.0 g of ethyl(diethoxymethyl)methylphosphinate in 20 ml of tetrahydrofuran is added. This mixture is then stirred for a period of 1 hour at -78° C. after which time a solution of 11.6 g of 4-methyl-β-nitrostyr... Reactants: N#Cc1ccc([N+](=O)[O-])c2cccnc12, N#Cc1ccc(N=C=O)c2c1CCCC2, N#Cc1ccc(N2C(=O)C3C(O)CCN3C2=O)c2c1CCCC2. Product: N#Cc1ccc(N2C(=O)C3C(O)CCN3C2=O)c2cccnc12. RXN SMILES: [N+:1]([O-:2])(=[O:3])[c:4]1[c:5]2[cH:6][cH:7][cH:8][n:9][c:10]2[c:11]([C:14]#[N:15])[cH:12][cH:13]1.[N:16]([c:17]1[c:18]2[c:23]([c:24]([C:25]#[N:26])[cH:27][cH:28]1)[CH2:22][CH2:21][CH2:20][CH2:19]2)=[C:29]=[O:30].[OH:31][CH:32]1[CH2:33][CH2:34][N:35]2[C:36](=[O:53])[N:37]([c:41]3[c:42]4[c:47]([c:48]([C:49]#[N:50])[cH:51][cH:52]3)[CH2:46][CH2:45][CH2:44][CH2:43]4)[C:38](=[O:40])[CH:39]12>>[N:1]1([c:4]2[c:5]3[cH:6][cH:7][cH:8][n:9][c:10]3[c:11]([C:14]#[N:15])[cH:12][cH:13]2)[C:36](=[O:53])[N:35]2[CH2:34][CH2:33][CH:32]([OH:31])[CH:39]2[C:38]1=[O:40]. Reactants: CC(C)c1ccc(S(=O)(=O)Cl)cc1, N, C1CCOC1. Yields the product CC(C)c1ccc(S(N)(=O)=O)cc1. Reaction SMILES: [CH3:2][CH:3]([CH3:4])[c:5]1[cH:6][cH:7][c:8]([S:11](=[O:12])(=[O:13])[Cl:14])[cH:9][cH:10]1.[NH3:1].[O:15]1[CH2:16][CH2:17][CH2:18][CH2:19]1>>[NH2:1][S:11]([c:8]1[cH:7][cH:6][c:5]([CH:3]([CH3:2])[CH3:4])[cH:10][cH:9]1)(=[O:12])=[O:13]. Reactants: CN(C=CC(=O)C=1C=C(C=CC1)NC(C)=O)C (N-{3-[3-(Dimethylamino)-1-oxo-2-propenyl]phenyl}acetamide), [H-].[Na+] (sodium hydride), C(C)I (ethyl iodide). Solvent: CN(C)C=O (DMF), CN(C)C=O (DMF). Conditions: time 30 minute. Yields the product CN(C=CC(=O)C=1C=C(C=CC1)N(C(C)=O)CC)C (N-{3-[3-(dimethylamino)-1-oxo-2-propenyl]phenyl}-N-ethylacetamide). As a reaction SMILES: [CH3:1][N:2]([CH3:17])[CH:3]=[CH:4][C:5]([C:7]1[CH:8]=[C:9]([NH:13][C:14](=[O:16])[CH3:15])[CH:10]=[CH:11][CH:12]=1)=[O:6].[H-].[Na+].[CH2:20](I)[CH3:21]>CN(C=O)C>[CH3:17][N:2]([CH3:1])[CH:3]=[CH:4][C:5]([C:7]1[CH:8]=[C:9]([N:13]([CH2:20][CH3:21])[C:14](=[O:16])[CH3:15])[CH:10]=[CH:11][CH:12]=1)=[O:6] |f:1.2|. Procedure: A mixture of N-{3-[3-(dimethylamino)-1-oxo-2-propenyl]phenyl}acetamide 2 (12.7 g, 0.055 mol) and sodium hydride (60% in oil) (2.5 g) in DMF (150 ml) under nitrogen was stirred at room temperature for 30 minutes. The solution was then cooled to 0° C., and a solution of ethyl iodide (9.38 g, 0.063 mol) in DMF (50 ml) was added slowly dropwise. The mixture was then stirred at room temperature for one hour. The DMF was removed under high vacuum, water (200 ml) was added to the residue and the mixtur... The reactants are FC1=CC=C(C=C1)B(O)O (4-fluorophenyl boronic acid), COC(CCC1=C(C=C(C=C1)OC1=CC(=CC=C1)OC1=C(C=C(C=C1)C(F)(F)F)Br)C)=O (3-{4-[3-(2-bromo-4-trifluoromethyl-phenoxy)-phenoxy]-2-methyl-phenyl}-propionic acid methyl ester). Product: FC1=CC=C(C=C1)C1=C(C=CC(=C1)C(F)(F)F)OC=1C=C(OC2=CC(=C(C=C2)CCC(=O)O)C)C=CC1 (3-{4-[3-(4′-Fluoro-5-trifluoromethyl-biphenyl-2-yloxy)-phenoxy]-2-methyl-phenyl}-propionic acid). As a reaction SMILES: [F:1][C:2]1[CH:7]=[CH:6][C:5](B(O)O)=[CH:4][CH:3]=1.C[O:12][C:13](=[O:42])[CH2:14][CH2:15][C:16]1[CH:21]=[CH:20][C:19]([O:22][C:23]2[CH:28]=[CH:27][CH:26]=[C:25]([O:29][C:30]3[CH:35]=[CH:34][C:33]([C:36]([F:39])([F:38])[F:37])=[CH:32][C:31]=3Br)[CH:24]=2)=[CH:18][C:17]=1[CH3:41]>>[F:1][C:2]1[CH:7]=[CH:6][C:5]([C:31]2[CH:32]=[C:33]([C:36]([F:39])([F:38])[F:37])[CH:34]=[CH:35][C:30]=2[O:29][C:25]2[CH:24]=[C:23]([CH:28]=[CH:27][CH:26]=2)[O:22][C:19]2[CH:20]=[CH:21][C:16]([CH2:15][CH2:14][C:13]([OH:42])=[O:12])=[C:17]([CH3:41])[CH:18]=2)=[CH:4][CH:3]=1. Procedure details: The title compound is prepared according to Example 89 by using 4-fluorophenyl boronic acid and 3-{4-[3-(2-bromo-4-trifluoromethyl-phenoxy)-phenoxy]-2-methyl-phenyl}-propionic acid methyl ester to afford about 129 mg (60%). 1H NMR (400 MHz, CDCl3); MS (ES+) m/z mass calcd for C29H22O4F4 510, found 511 (M+1, 100%). The reactants are Br[Mg]c1ccccc1, CCOC(C)=O, CC(C)N1CC(C(=O)Oc2ccc3c(c2)CCC3)OCC1=O, C1CCOC1, O. Yields the product CC(C)N1CC(C(O)(Oc2ccc3c(c2)CCC3)c2ccccc2)OCC1=O. As a reaction SMILES: [Br:1][Mg:2][c:3]1[cH:4][cH:5][cH:6][cH:7][cH:8]1.[CH3:32][CH2:33][O:34][C:35](=[O:36])[CH3:37].[CH:9]([CH3:10])([CH3:11])[N:12]1[CH2:13][CH:14]([C:19](=[O:20])[O:21][c:22]2[cH:23][c:24]3[c:28]([cH:29][cH:30]2)[CH2:27][CH2:26][CH2:25]3)[O:15][CH2:16][C:17]1=[O:18].[O:38]1[CH2:39][CH2:40][CH2:41][CH2:42]1.[OH2:31]>>[c:3]1([C:19]([CH:14]2[CH2:13][N:12]([CH:9]([CH3:10])[CH3:11])[C:17](=[O:18])[CH2:16][O:15]2)([OH:20])[O:21][c:22]2[cH:23][c:24]3[c:28]([cH:29][cH:30]2)[CH2:27][CH2:26][CH2:25]3)[cH:4][cH:5][cH:6][cH:7][cH:8]1. Product: C(N)(O)=O.OCC1C2(N(C=3C(C(=C(C(C13)=O)NCCF)C)=O)CC1C2N1)OC (1,1a,2,8,8a,8b-Hexahydro-8-(hydroxymethyl)-8a-methoxy-5-methyl-6-(2-fluoroethylamino)-azirino[2',3':3,4]pyrrolo[1,2-a]-indole-4,7-dione carbamate). Procedure details: This compound was prepared by the procedure described in Example 1, except that the 2-fluoroethylamine hydrochloride (220 mg.) was neutralized with sodium methoxide (119 mg.) in 2 ml. of methanol at 5° C. before the mitomycin A (77 mg.) was added, and potassium carbonate was not used. A 62 mg. (74%) yield of the desired product was obtained, having no melting point below 340° C. and providing the following analysis: Starting materials: Cl.FCCN (2-fluoroethylamine hydrochloride), C([O-])([O-])=O.[K+].[K+] (potassium carbonate), CC1=C(C(=O)C2=C(C1=O)N3C[C@H]4[C@@H]([C@@]3([C@@H]2COC(=O)N)OC)N4)OC (mitomycin A), C[O-].[Na+] (sodium methoxide). As a reaction SMILES: Cl.[F:2][CH2:3][CH2:4][NH2:5].C[O-].[Na+].[CH3:9][C:10]1[C:16](=[O:17])[C:15]2[N:18]3[C@@:22]([O:29][CH3:30])([C@H:23]([CH2:24][O:25][C:26]([NH2:28])=[O:27])[C:14]=2[C:12](=[O:13])[C:11]=1OC)[C@H:21]1[NH:31][C@H:20]1[CH2:19]3.C(=O)([O-])[O-].[K+].[K+]>CO>[C:26](=[O:25])([OH:27])[NH2:28].[OH:25][CH2:24][CH:23]1[C:14]2[C:12](=[O:13])[C:11]([NH:5][CH2:4][CH2:3][F:2])=[C:10]([CH3:9])[C:16](=[O:17])[C:15]=2[N:18]2[CH2:19][CH:20]3[NH:31][CH:21]3[C:22]12[O:29][CH3:30] |f:0.1,2.3,5.6.7,9.10|. The solvent is CO (methanol).